This data is from the Open Reaction Database (ORD), a public repository of structured organic reaction records. The task is: describe an organic reaction: reactants, conditions, products, and yield The reactants are ClCCl, O=S(=O)(Cl)Cl, CCCC1C(=O)N(CSc2ccccc2)S(=O)(=O)N1C. Yields the product CCCC1C(=O)N(CCl)S(=O)(=O)N1C. Reaction SMILES: [CH2:26]([Cl:27])[Cl:28].[S:21]([Cl:22])(=[O:23])([Cl:24])=[O:25].[c:1]1([S:2][CH2:8][N:9]2[S:10](=[O:19])(=[O:20])[N:11]([CH3:18])[CH:12]([CH2:15][CH2:16][CH3:17])[C:13]2=[O:14])[cH:3][cH:4][cH:5][cH:6][cH:7]1>>[CH2:8]([N:9]1[S:10](=[O:19])(=[O:20])[N:11]([CH3:18])[CH:12]([CH2:15][CH2:16][CH3:17])[C:13]1=[O:14])[Cl:24].